The task is: describe an organic reaction: reactants, conditions, products, and yield. This data is from the Open Reaction Database (ORD), a public repository of structured organic reaction records. Reactants: BrCC1=NSN=C1C1=C(C=CC=C1)Cl (3-bromomethyl-4-(2-chlorophenyl)-1,2,5-thiadiazole), [C-]#N.[Na+] (sodium cyanide), O (water). The solvent is CN(C=O)C (N,N-dimethylformamide). Product: ClC1=C(C=CC=C1)C1=NSN=C1CC#N (3-(2-chlorophenyl)-4-cyanomethyl-1,2,5-thiadiazole). Yield: 63.7%. RXN SMILES: Br[CH2:2][C:3]1[C:7]([C:8]2[CH:13]=[CH:12][CH:11]=[CH:10][C:9]=2[Cl:14])=[N:6][S:5][N:4]=1.[C-:15]#[N:16].[Na+].O>CN(C)C=O>[Cl:14][C:9]1[CH:10]=[CH:11][CH:12]=[CH:13][C:8]=1[C:7]1[C:3]([CH2:2][C:15]#[N:16])=[N:4][S:5][N:6]=1 |f:1.2|. Procedure: In N,N-dimethylformamide, 290 mg of 3-bromomethyl-4-(2-chlorophenyl)-1,2,5-thiadiazole, and 49 mg of sodium cyanide were stirred at 90° C. for 3 hours. After spontaneous cooling, the reaction mixture was poured into water, and was extracted with diethyl ether. The diethyl ether layer was washed with dilute sodium hydroxide solution and water, dried over anhydrous magnesium sulfate, and concentrated. The concentrate was purified by silica gel column chromatography to obtain 150 mg of 3-(2-chlorop... Reactants: M-indole, C1=CC=CC2=NC=C3C=CC=CC3=C12 (phenanthridine), FC(C=1C=C(C(=O)Cl)C=C(C1)C(F)(F)F)(F)F (3,5-bis(trifluoromethyl)benzoyl chloride), N1C=CC2=CC=CC=C12 (indole). Yields the product FC(C=1C=C(C=C(C1)C(F)(F)F)C(=O)N1C=2C=CC=CC2C2=CC=CC=C2C1C1=CNC2=CC=CC=C12)(F)F ((3,5-Bis-trifluoromethyl-phenyl)-[6-(1H-indol-3-yl)-6H-phenanthridin-5-yl]-methanone). RXN SMILES: [CH:1]1[C:14]2[C:5](=[N:6][CH:7]=[C:8]3[C:13]=2[CH:12]=[CH:11][CH:10]=[CH:9]3)[CH:4]=[CH:3][CH:2]=1.[F:15][C:16]([F:31])([F:30])[C:17]1[CH:18]=[C:19]([CH:23]=[C:24]([C:26]([F:29])([F:28])[F:27])[CH:25]=1)[C:20](Cl)=[O:21].[NH:32]1[C:40]2[C:35](=[CH:36][CH:37]=[CH:38][CH:39]=2)[CH:34]=[CH:33]1>>[F:15][C:16]([F:31])([F:30])[C:17]1[CH:18]=[C:19]([C:20]([N:6]2[CH:7]([C:34]3[C:35]4[C:40](=[CH:39][CH:38]=[CH:37][CH:36]=4)[NH:32][CH:33]=3)[C:8]3[C:13](=[CH:12][CH:11]=[CH:10][CH:9]=3)[C:14]3[CH:1]=[CH:2][CH:3]=[CH:4][C:5]2=3)=[O:21])[CH:23]=[C:24]([C:26]([F:29])([F:28])[F:27])[CH:25]=1. Procedure: (3,5-Bis-trifluoromethyl-phenyl)-[6-(1H-indol-3-yl)-6H-phenanthridin-5-yl]-methanone was prepared from phenanthridine, 3,5-bis(trifluoromethyl)benzoyl chloride, and indole according to GP 2. Yield, 8%. 1H-NMR (CD3OD): δ=6.22 (d, J=0.8 Hz, 1H), 6.29 (s, br., 1H), 6.79 (t, J=7.5 Hz, 1H), 7.05-7.14 (m, 2H), 7.16-7.27 (m, 2H), 7.37 (s, br., 1H), 7.42-7.52 (m, 2H), 7.58 (“t”, J≈7.3 Hz, 1H), 7.77 (s, br., 2H), 7.96 (s, br., 1H), 7.99 (dd, J=7.8 Hz, J=1.2 Hz, 2H), 8.12 (d, J=7.9 Hz, 1H); (+)-ESI-MS: m/... Starting materials: CCN, CCN=C=NCCCN(C)C, CN(C)C=O, CCN(C(C)C)C(C)C, COc1cc(Cl)ccc1N=c1scc(-c2ccc(F)cc2)n1CCCNCC(=O)O, Cl, Cl, O, O, On1nnc2ccccc21. Product: CCNC(=O)CNCCCn1c(-c2ccc(F)cc2)csc1=Nc1ccc(Cl)cc1OC. Reaction SMILES: [CH2:32]([CH3:33])[NH2:34].[CH2:47]([N:48]=[C:49]=[N:50][CH2:51][CH2:52][CH2:53][N:54]([CH3:55])[CH3:56])[CH3:57].[CH3:68][N:69]([CH3:70])[CH:71]=[O:72].[CH:58]([N:59]([CH2:60][CH3:61])[CH:62]([CH3:63])[CH3:64])([CH3:65])[CH3:66].[Cl:1][c:2]1[cH:3][c:4]([O:29][CH3:30])[c:5]([N:8]=[c:9]2[s:10][cH:11][c:12](-[c:22]3[cH:23][cH:24][c:25]([F:28])[cH:26][cH:27]3)[n:13]2[CH2:14][CH2:15][CH2:16][NH:17][CH2:18][C:19](=[O:20])[OH:21])[cH:6][cH:7]1.[ClH:31].[ClH:46].[OH2:35].[OH2:67].[OH:36][n:37]1[c:38]2[cH:39][cH:40][cH:41][cH:42][c:43]2[n:44][n:45]1>>[Cl:1][c:2]1[cH:3][c:4]([O:29][CH3:30])[c:5]([N:8]=[c:9]2[s:10][cH:11][c:12](-[c:22]3[cH:23][cH:24][c:25]([F:28])[cH:26][cH:27]3)[n:13]2[CH2:14][CH2:15][CH2:16][NH:17][CH2:18][C:19](=[O:21])[NH:34][CH2:32][CH3:33])[cH:6][cH:7]1. Reaction SMILES: Br[CH:2]1[CH2:10][C:9]2[C:4](=[CH:5][C:6]([F:11])=[CH:7][CH:8]=2)/[C:3]/1=[CH:12]/[C:13]([NH2:15])=[O:14].C(COC)[O:17]C>O.[N+]([O-])([O-])=O.[Ag+]>[F:11][C:6]1[CH:5]=[C:4]2[C:9]([CH2:10][CH:2]([OH:17])/[C:3]/2=[CH:12]\[C:13]([NH2:15])=[O:14])=[CH:8][CH:7]=1 |f:3.4|. The solvent is O (water). Procedure: A mixture of (Z)-2-(2-bromo-6-fluoro-1-indanylidene)acetamide (5.30 g, 19.25 mmoles) and silver nitrate (10.40 g, 61.18 mmoles, Aldrich) in dimethoxyethane (265 mL) and water (100 mL) was refluxed for 18 hours. The mixture was filtered, and the filtrate was diluted with water (700 mL) and extracted with ethyl acetate (6×100 mL). The combined extracts were washed with water (200 mL) and brine (200 mL), dried over magnesium sulfate, filtered, and evaporated in vacuo. The residue was chromatographe... Product: FC1=CC=C2CC(\C(\C2=C1)=C/C(=O)N)O ((Z)-2-(6-fluoro-2-hydroxy-1-indanylidene)acetamide). The reagents and catalysts are [N+](=O)([O-])[O-].[Ag+] (silver nitrate). The yield is 28.0%. Reactants: BrC1\C(\C2=CC(=CC=C2C1)F)=C/C(=O)N ((Z)-2-(2-bromo-6-fluoro-1-indanylidene)acetamide), C(OC)COC (dimethoxyethane). Reactants: Brc1ccncc1, CC(C)[Mg+], [Cl-], O=C(c1ccc(F)cc1)c1ccc(F)cc1, C1CCOC1. The product is OC(c1ccncc1)(c1ccc(F)cc1)c1ccc(F)cc1. RXN SMILES: [Br:1][c:2]1[cH:3][cH:4][n:5][cH:6][cH:7]1.[CH:9]([Mg+:10])([CH3:11])[CH3:12].[Cl-:8].[F:13][c:14]1[cH:15][cH:16][c:17]([C:20](=[O:21])[c:22]2[cH:23][cH:24][c:25]([F:28])[cH:26][cH:27]2)[cH:18][cH:19]1.[O:29]1[CH2:30][CH2:31][CH2:32][CH2:33]1>>[c:2]1([C:20]([c:17]2[cH:16][cH:15][c:14]([F:13])[cH:19][cH:18]2)([OH:21])[c:22]2[cH:23][cH:24][c:25]([F:28])[cH:26][cH:27]2)[cH:3][cH:4][n:5][cH:6][cH:7]1. Reactants: FC=1C(=C(C(=C(C1C(=O)OC)C(=O)OC)F)F)F (dimethyl tetrafluorophthalate), [N+](=O)([O-])C (nitromethane), Cl (hydrochloric acid), ice, C1CCC2=NCCCN2CC1 (1,8-diazabicyclo[5,4,0]-7-undecene). Reaction conditions: temperature 10 celsius, time 30 minute. Product: FC1=C(C(C(=O)OC)=C(C(=C1C[N+](=O)[O-])F)F)C(=O)OC (Dimethyl 3,5,6-trifluoro-4-nitromethylphthalate). As a reaction SMILES: [F:1][C:2]1[C:3]([F:18])=[C:4](F)[C:5]([F:16])=[C:6]([C:12]([O:14][CH3:15])=[O:13])[C:7]=1[C:8]([O:10][CH3:11])=[O:9].C1CCN2C(=NCCC2)CC1.Cl.[N+:31]([CH3:34])([O-:33])=[O:32]>>[F:16][C:5]1[C:4]([CH2:34][N+:31]([O-:33])=[O:32])=[C:3]([F:18])[C:2]([F:1])=[C:7]([C:8]([O:10][CH3:11])=[O:9])[C:6]=1[C:12]([O:14][CH3:15])=[O:13]. Procedure details: 200 g of dimethyl tetrafluorophthalate was dissolved in 400 ml of nitromethane (Ishikawa, Suzuki & Tanabe: Nippon Kagaku Kaishi, 1976, 200) and the solution was cooled on an ice-salt bath. At an internal temperature of 15°-20° C. 171 g of 1,8-diazabicyclo[5,4,0]-7-undecene was added dropwise over a period of 30 minutes. After completion of the dropwise addition, the mixture was further stirred at an internal temperature of 10° C. for 30 minutes, then, the mixture was poured into a mixture of 1.5... Reactants: BrC=1C(=NC=C(C1C)F)C (3-bromo-5-fluoro-2,4-dimethyl-pyridine), ClC=1C=C(C(=O)OO)C=CC1 (3-chloroperoxybenzoic acid). The solvent is ClCCl (dichloromethane), C(Cl)Cl (DCM). Conditions: time 8 hour. Yields the product BrC=1C(=[N+](C=C(C1C)F)[O-])C (3-bromo-5-fluoro-2,4-dimethylpyridine 1-oxide). The yield is 92.6%. RXN SMILES: [Br:1][C:2]1[C:3]([CH3:10])=[N:4][CH:5]=[C:6]([F:9])[C:7]=1[CH3:8].ClC1C=C(C=CC=1)C(OO)=[O:16]>ClCCl>[Br:1][C:2]1[C:3]([CH3:10])=[N+:4]([O-:16])[CH:5]=[C:6]([F:9])[C:7]=1[CH3:8]. Reported procedure: A mixture of 3-bromo-5-fluoro-2,4-dimethyl-pyridine (220 mg, 1.08 mmol) and 3-chloroperoxybenzoic acid (399 mg, 1.62 mmol) in dichloromethane (3 mL) was stirred overnight at room temperature. The reaction mixture was diluted with DCM (50 mL) and washed with saturated aqueous sodium thiosulfite (10 mL) followed by saturated aqueous sodium bicarbonate (10 mL). The organic layer was separated, dried over sodium sulfate, filtered and concentrated in vacuo to provide a residue that was purified by fl... Starting materials: [Mg+2].[Cl-].[Cl-] (MgCl2), P(O)(=O)(OP(=O)(O)OP(=O)(O)O)OC[C@@H]1[C@H]([C@H]([C@@H](O1)N1C=NC=2C(N)=NC=NC12)O)O (ATP), [Cl-].[K+] (KCl), C=C(C(=O)O)OP(=O)(O)O (phosphoenolpyruvic acid), C(C(=O)C)(=O)[O-] (pyruvate), O=C1C(O)=C(O)[C@H](O1)[C@@H](O)CO (ascorbic acid). Solvent: O1CCN(CC1)CCS(=O)(=O)O (2-morpholinoethanesulfonic acid). The product is O=C[C@H](O)[C@@H](O)[C@H](O)[C@H](O)CO (glucose). RXN SMILES: [Mg+2].[Cl-].[Cl-].[Cl-].[K+].C=C(OP(O)(O)=O)C(O)=O.P(OC[C@H]1O[C@@H](N2C3N=CN=C(N)C=3N=C2)[C@H](O)[C@@H]1O)(OP(OP(O)(O)=O)(O)=O)(=O)O.C([O-])(=O)C(C)=O.[O:53]=[C:54]1[O:60][C@H:59]([C@H:61]([CH2:63][OH:64])[OH:62])[C:57]([OH:58])=[C:55]1[OH:56]>O1CCN(CCS(O)(=O)=O)CC1>[O:53]=[CH:54][C@@H:55]([C@H:57]([C@@H:59]([C@@H:61]([CH2:63][OH:64])[OH:62])[OH:60])[OH:58])[OH:56] |f:0.1.2,3.4|. Procedure: In 10.0 mM 2-morpholinoethanesulfonic acid (MES) buffer, 17.6 mM MgCl2, 17.6 mM KCl, 175.7 mM phosphoenolpyruvic acid (PEP), 17.6 mM ATP, 123 U/mL pyruvate kinase (PK), 97 U/mL hexokinase, and 20 U/mL ascorbic acid oxidase were dissolved in this composition, and the pH was adjusted to 7.0 to obtain a glucose converting reagent. The reactants are F[C@H]1C[C@@H](O[C@@H]1CO)N1C=NC=2C(=O)NC(N)=NC12 (2′,3′-dideoxy-3′-fluoroguanosine), C(=O)(OCC1=CC=CC=C1)N[C@@H](C(C)C)C(=O)O (N-CBz-L-valine), ON1N=NC2=C1C=CC=C2 (1-hydroxybenzotriazole), C1CCC(CC1)N=C=NC2CCCCC2 (DCC). The reagents and catalysts are CN(C1=CC=NC=C1)C (4-dimethylaminopyridine). Solvent: CN(C)C=O (DMF). Reaction conditions: time 72 hour. Product: C(=O)(OCC1=CC=CC=C1)N[C@@H](C(C)C)C(=O)C([C@@H]1[C@H](C[C@@H](O1)N1C=NC=2C(=O)NC(N)=NC12)F)O (5′-(N-CBz-L-valyl)-2′,3′-dideoxy-3′-fluoroguanosine). Reaction SMILES: [F:1][C@@H:2]1[C@@H:6]([CH2:7][OH:8])[O:5][C@@H:4]([N:9]2[C:19]3[N:18]=[C:16]([NH2:17])[NH:15][C:13](=[O:14])[C:12]=3[N:11]=[CH:10]2)[CH2:3]1.[C:20]([NH:30][C@H:31]([C:35](O)=[O:36])[CH:32]([CH3:34])[CH3:33])([O:22][CH2:23][C:24]1[CH:29]=[CH:28][CH:27]=[CH:26][CH:25]=1)=[O:21].ON1C2C=CC=CC=2N=N1.C1CCC(N=C=NC2CCCCC2)CC1>CN(C)C1C=CN=CC=1.CN(C=O)C>[C:20]([NH:30][C@H:31]([C:35]([CH:7]([OH:8])[C@H:6]1[O:5][C@@H:4]([N:9]2[C:19]3[N:18]=[C:16]([NH2:17])[NH:15][C:13](=[O:14])[C:12]=3[N:11]=[CH:10]2)[CH2:3][C@@H:2]1[F:1])=[O:36])[CH:32]([CH3:34])[CH3:33])([O:22][CH2:23][C:24]1[CH:29]=[CH:28][CH:27]=[CH:26][CH:25]=1)=[O:21]. Reported procedure: To a solution of 2′,3′-dideoxy-3′-fluoroguanosine (810 mg, 3 mmole) and 4-dimethylaminopyridine (73 mg, 0.6 mmole), N-CBz-L-valine (1.5 g, 6 mmole) and 1-hydroxybenzotriazole (810 mg, 6 mmole) in DMF (20 ml) was added DCC (1.36 g, 6.6 mmole). After 72 h, the reaction mixture was filtered and concentrated in vacuo. 5′-(N-CBz-L-valyl)-2′,3′-dideoxy-3′-fluoroguanosine was isolated by silica gel column chromatography (1.15 g). Reactants: O=C(O)Cc1ccc([N+](=O)[O-])cc1, Cc1ccc(CN)cc1. The reagents and catalysts are CCN=C=NCCCN(C)C.Cl (EDC-HCl), CN1CCOCC1 (NMM), Oc1cc(Cl)c(Cl)cc1Cl (2,4,5-Trichlorophenol). The solvent is CN(C)C=O (DMF), CN(C)C=O (DMF), CN(C)C=O (DMF), CN(C)C=O (DMF), CN(C)C=O (DMF), CN(C)C=O (DMF). Run at temperature 25 celsius, time 2 hour. The product is Cc1ccc(CNC(=O)Cc2ccc([N+](=O)[O-])cc2)cc1. Isolated yield 22.6%. Reaction SMILES: Cc1ccc(CN)cc1.O=C(O)Cc1ccc([N+](=O)[O-])cc1.CCN=C=NCCCN(C)C.Cl.C1=C(C(=CC(=C1Cl)Cl)Cl)[O-].[Na+].CN1CCOCC1.CN(C)C=O>>Cc1ccc(CNC(=O)Cc2ccc([N+](=O)[O-])cc2)cc1.